From a dataset of the Open Reaction Database (ORD), a public repository of structured organic reaction records. describe an organic reaction: reactants, conditions, products, and yield The reactants are CC1OC2(OC1C)C=C(C(C(C2)(C)C)(O)\C=C\[Sn](CCCC)(CCCC)CCCC)C (2,3,7,9,9-pentamethyl-8-[(E)-2-(tributylstannyl)vinyl]-1,4-dioxaspiro[4.5]dec-6-en-8-ol), FC(/C(=C/C(=O)OCC)/I)(F)F (ethyl (2Z)-4,4,4-trifluoro-3-iodobut-2-enoate), [F-].[K+] (potassium fluoride). The reagents and catalysts are CC#N.CC#N.Cl[Pd]Cl (dichlorobis(acetonitrile)palladium(II)). The solvent is CN(C=O)C (N,N-dimethylformamide). Run at time 3 hour. The product is OC1(C(=CC2(OC(C(O2)C)C)CC1(C)C)C)/C=C/C(=C\C(=O)OCC)/C(F)(F)F (ethyl (2E,4E)-5-(8-hydroxy-2,3,7,9,9-pentamethyl-1,4-dioxaspiro[4.5]dec-6-en-8-yl)-3-(trifluoromethyl)penta-2,4-dienoate). The yield is 65.2%. Reaction SMILES: [CH3:1][CH:2]1[CH:6]([CH3:7])[O:5][C:4]2([CH2:12][C:11]([CH3:14])([CH3:13])[C:10](/[CH:16]=[CH:17]/[Sn](CCCC)(CCCC)CCCC)([OH:15])[C:9]([CH3:31])=[CH:8]2)[O:3]1.[F:32][C:33]([F:43])([F:42])/[C:34](/I)=[CH:35]/[C:36]([O:38][CH2:39][CH3:40])=[O:37].[F-].[K+]>CC#N.CC#N.Cl[Pd]Cl.CN(C)C=O>[OH:15][C:10]1(/[CH:16]=[CH:17]/[C:34](/[C:33]([F:32])([F:42])[F:43])=[CH:35]\[C:36]([O:38][CH2:39][CH3:40])=[O:37])[C:11]([CH3:14])([CH3:13])[CH2:12][C:4]2([O:5][CH:6]([CH3:7])[CH:2]([CH3:1])[O:3]2)[CH:8]=[C:9]1[CH3:31] |f:2.3,4.5.6|. Reported procedure: Under argon, 2,3,7,9,9-pentamethyl-8-[(E)-2-(tributylstannyl)vinyl]-1,4-dioxaspiro[4.5]dec-6-en-8-ol (300 mg, 0.55 mmol) and ethyl (2Z)-4,4,4-trifluoro-3-iodobut-2-enoate (163 mg, 0.55 mmol) in a round-bottom flask that had been dried by heating were dissolved in abs. N,N-dimethylformamide (4 ml), dichlorobis(acetonitrile)palladium(II) (7 mg, 0.03 mmol) was added and the mixture was stirred at room temperature for 3 h. After the addition of potassium fluoride solution, the reaction mixture was s... Starting materials: ClC1=CC=C2C=CNC2=C1 (6-Chloroindole), C([O-])([O-])=O.[K+].[K+] (potassium carbonate), C(OC)(OC)=O (dimethyl carbonate), CN(C=O)C (N,N-dimethylformamide). Reaction conditions: temperature 130 celsius. Product: ClC=1C=C2C=CN(C2=CC1)C (5-chloro-1-methylindole). Yield: 96.1%. As a reaction SMILES: [Cl:1][C:2]1[CH:10]=[C:9]2[C:5](C=CN2)=[CH:4][CH:3]=1.C(=O)([O-])[O-].[K+].[K+].C(=O)(OC)OC.[CH3:23][N:24]([CH3:27])[CH:25]=O>>[Cl:1][C:2]1[CH:3]=[C:4]2[C:23](=[CH:9][CH:10]=1)[N:24]([CH3:27])[CH:25]=[CH:5]2 |f:1.2.3|. Procedure details: 6-Chloroindole (1.0 g, 6.59 mmol), potassium carbonate (0.5 g), N,N-dimethylformamide (10 mL) and dimethyl carbonate (1.7 mL, 20.21 mmol) were stirred and heated to reflux (˜130° C.). The starting indole was consumed within 3.5 h (as determined by HPLC). After the mixture was then cooled to ˜3° C., ice cold water (50 mL) was added and the resulting oily suspension was extracted with tert-butyl methyl ether (40 mL). The separated organic layer was washed with water (3×25 mL), then was evaporated ... Yields the product COc1c(NC(=O)C(=O)c2ccc(OCCN3CCOCC3)c3ccccc23)cc(C(C)(C)C)cc1NS(C)(=O)=O. Starting materials: COC(=O)C(=O)c1ccc(OCCN2CCOCC2)c2ccccc12, COc1c(N)cc(C(C)(C)C)cc1NS(C)(=O)=O. Reaction SMILES: [CH3:1][O:2][C:3]([C:4](=[O:5])[c:6]1[cH:7][cH:8][c:9]([O:16][CH2:17][CH2:18][N:19]2[CH2:20][CH2:21][O:22][CH2:23][CH2:24]2)[c:10]2[cH:11][cH:12][cH:13][cH:14][c:15]12)=[O:25].[NH2:26][c:27]1[c:28]([O:42][CH3:43])[c:29]([NH:37][S:38](=[O:39])(=[O:40])[CH3:41])[cH:30][c:31]([C:33]([CH3:34])([CH3:35])[CH3:36])[cH:32]1>>[C:3]([C:4](=[O:5])[c:6]1[cH:7][cH:8][c:9]([O:16][CH2:17][CH2:18][N:19]2[CH2:20][CH2:21][O:22][CH2:23][CH2:24]2)[c:10]2[cH:11][cH:12][cH:13][cH:14][c:15]12)(=[O:25])[NH:26][c:27]1[c:28]([O:42][CH3:43])[c:29]([NH:37][S:38](=[O:39])(=[O:40])[CH3:41])[cH:30][c:31]([C:33]([CH3:34])([CH3:35])[CH3:36])[cH:32]1. The reactants are C(C)OC(C1=CC(=CC=C1)C1=C(CCC1)C1=C(C=CC(=C1)Br)OC)=O (3-{2-[5-Bromo-2-(methoxy)-phenyl]-cyclopent-1-enyl}-benzoic acid ethyl ester). Solvent: ClCCl (dichloromethane), ClCCl (dichloromethane). Yields the product BrC=1C=CC(=C(C1)C1=C(CCC1)C=1C=C(C(=O)O)C=CC1)O (3-{2-[5-Bromo-2-(hydroxy)-phenyl]-cyclopent-1-enyl}-benzoic acid). RXN SMILES: C([O:3][C:4](=[O:25])[C:5]1[CH:10]=[CH:9][CH:8]=[C:7]([C:11]2[CH2:15][CH2:14][CH2:13][C:12]=2[C:16]2[CH:21]=[C:20]([Br:22])[CH:19]=[CH:18][C:17]=2[O:23]C)[CH:6]=1)C>ClCCl>[Br:22][C:20]1[CH:19]=[CH:18][C:17]([OH:23])=[C:16]([C:12]2[CH2:13][CH2:14][CH2:15][C:11]=2[C:7]2[CH:6]=[C:5]([CH:10]=[CH:9][CH:8]=2)[C:4]([OH:25])=[O:3])[CH:21]=1. Reported procedure: 3-{2-[5-Bromo-2-(methoxy)-phenyl]-cyclopent-1-enyl}-benzoic acid ethyl ester (416 mg, 10.0 mmol) in dichloromethane (5 mL) was cooled under nitrogen to ˜40° C. and was treated with a molar solution of borontribromide in dichloromethane (20 mL, 20.0 mmol). The reaction mixture was then allowed to reach room temperature and kept stirring over night. The reaction mixture was then quenched with ice/water (50/50 mL) and more dichloromethane (30 mL) was added. After stirring vigorously for 1.5 hr. the... Starting materials: Cc1cc(-c2ncn(C3CCCCO3)n2)c(F)cc1Br, CN(C)C=O, CC(C)N1C(=O)CNc2ncc([Sn](C)(C)C)nc21, Cc1cc(-c2ncn(C3CCCCO3)n2)c(F)cc1-c1cnc2c(n1)N(C(C)C)C(=O)CN2. Product: Cc1cc(-c2nc[nH]n2)c(F)cc1-c1cnc2c(n1)N(C(C)C)C(=O)CN2. As a reaction SMILES: [Br:52][c:53]1[c:54]([CH3:55])[cH:56][c:57](-[c:58]2[n:59][cH:60][n:61]([CH:62]3[CH2:63][CH2:64][CH2:65][CH2:66][O:67]3)[n:68]2)[c:69]([F:70])[cH:71]1.[CH3:72][N:73]([CH3:74])[CH:75]=[O:76].[CH:34]([N:35]1[c:36]2[n:37][c:38]([Sn:39]([CH3:40])([CH3:41])[CH3:42])[cH:43][n:44][c:45]2[NH:46][CH2:47][C:48]1=[O:49])([CH3:50])[CH3:51].[F:1][c:2]1[c:3](-[c:23]2[n:24][n:25]([CH:28]3[CH2:29][CH2:30][CH2:31][CH2:32][O:33]3)[cH:26][n:27]2)[cH:4][c:5]([CH3:22])[c:6](-[c:8]2[cH:9][n:10][c:11]3[c:12]([n:13]2)[N:14]([CH:19]([CH3:20])[CH3:21])[C:15](=[O:18])[CH2:16][NH:17]3)[cH:7]1>>[F:1][c:2]1[c:3](-[c:23]2[n:24][nH:25][cH:26][n:27]2)[cH:4][c:5]([CH3:22])[c:6](-[c:8]2[cH:9][n:10][c:11]3[c:12]([n:13]2)[N:14]([CH:19]([CH3:20])[CH3:21])[C:15](=[O:18])[CH2:16][NH:17]3)[cH:7]1. The reactants are C(C)(C)(C)[Si](C)(C)OC(\C=C\I)CCC1=C(C2=C(S1)C=CC=C2)Cl (tert-Butyl-{(E)-1-[2-(3-chloro-benzo[b]thiophen-2-yl)-ethyl]-3-iodo-allyloxy}-dimethyl-silane), C(C)(C)(C)[Li] (t-butyllithium), C1CCOC1 (THF), (Z)-7-{(1R,2R,3R)-3-(tert-Butyl-dimethyl-silanyloxy)-2-[(E)-3-(tert-butyl-dimethyl-silanylox)-5-(3-chloro-benzo[b]thiophen-2-yl)-pent-1-enyl]-5-oxo-cyclopentyl}-hept-5-enoic acid methyl ester, lithium 2-thienylcyanocuprate, enone, C1CCOC1 (THF). Run at temperature -78 celsius, time 30 minute. The product is ClC=1C2=C(SC1CO)C=CC=C2 ((3-Chloro-benzo[b]thiophen-2-yl)-methanol). RXN SMILES: C([Si](OC(C[CH2:14][C:15]1[S:19][C:18]2[CH:20]=[CH:21][CH:22]=[CH:23][C:17]=2[C:16]=1[Cl:24])/C=C/I)(C)C)(C)(C)C.C([Li])(C)(C)C.C1C[O:33]CC1>>[Cl:24][C:16]1[C:17]2[CH:23]=[CH:22][CH:21]=[CH:20][C:18]=2[S:19][C:15]=1[CH2:14][OH:33]. Procedure details: To an ice cold solution of 10.0 g (47.0 mmol) of 3-chloro-benzo[b]thiophene-2-carboxylic acid (1) in 200 mL of THF was added 47 mL of LiAlH4 (47 mmol, 1 M/THF). After 3 h, the reaction was quenched by addition of MeOH (ca. 40 mL). The volatiles were evaporated and the residue was treated with 50 mL 1 M HCl. After stirring for 10 min., the mixture was extracted with CH2Cl2 (3×150 mL). The combined CH2Cl2 solution was dried (MgSO4), filtered and evaporated. Purification by flash chromatography on ... Reported procedure: Prepared analogously to Example 8 from (Z)-3-{1-[3-(N-trifluoroacetyl-N-methyl-amino)-phenylamino]-1-phenyl-methylidene}-2-indolinone and sodium hydroxide solution in methanol. Product: CNC=1C=C(C=CC1)N\C(\C1=CC=CC=C1)=C\1/C(NC2=CC=CC=C12)=O ((Z)-3-[1-(3-methylamino-phenylamino)-1-phenyl-methylidene]-2-indolinone). Run in CO (methanol). Reaction SMILES: FC(F)(F)[C:3]([N:5]([C:7]1[CH:8]=[C:9]([NH:13]/[C:14](=[C:21]2\[C:22](=[O:30])[NH:23][C:24]3[C:29]\2=[CH:28][CH:27]=[CH:26][CH:25]=3)/[C:15]2[CH:20]=[CH:19][CH:18]=[CH:17][CH:16]=2)[CH:10]=[CH:11][CH:12]=1)C)=O.[OH-].[Na+]>CO>[CH3:3][NH:5][C:7]1[CH:8]=[C:9]([NH:13]/[C:14](=[C:21]2\[C:22](=[O:30])[NH:23][C:24]3[C:29]\2=[CH:28][CH:27]=[CH:26][CH:25]=3)/[C:15]2[CH:20]=[CH:19][CH:18]=[CH:17][CH:16]=2)[CH:10]=[CH:11][CH:12]=1 |f:1.2|. Starting materials: FC(C(=O)N(C)C=1C=C(C=CC1)N\C(\C1=CC=CC=C1)=C\1/C(NC2=CC=CC=C12)=O)(F)F ((Z)-3-{1-[3-(N-trifluoroacetyl-N-methyl-amino)-phenylamino]-1-phenyl-methylidene}-2-indolinone), [OH-].[Na+] (sodium hydroxide). The product is NC(=O)c1ccc(Oc2ccc3c(c2)CCCC3NCCc2cccs2)nc1. RXN SMILES: [C:30]([BH3-:31])#[N:32].[Na+:33].[O:1]=[C:2]1[c:3]2[cH:4][cH:5][c:6]([O:12][c:13]3[n:14][cH:15][c:16]([C:17](=[O:18])[NH2:19])[cH:20][cH:21]3)[cH:7][c:8]2[CH2:9][CH2:10][CH2:11]1.[s:22]1[c:23]([CH2:27][CH2:28][NH2:29])[cH:24][cH:25][cH:26]1>>[CH:2]1([NH:29][CH2:28][CH2:27][c:23]2[s:22][cH:26][cH:25][cH:24]2)[c:3]2[cH:4][cH:5][c:6]([O:12][c:13]3[n:14][cH:15][c:16]([C:17](=[O:18])[NH2:19])[cH:20][cH:21]3)[cH:7][c:8]2[CH2:9][CH2:10][CH2:11]1. Starting materials: [BH3-]C#N, [Na+], NC(=O)c1ccc(Oc2ccc3c(c2)CCCC3=O)nc1, NCCc1cccs1. Reactants: C(C)(C)(C)OC(=O)NC1(CN(CC12CC2)C2=C(C=C1C(C(=CN(C1=C2OC)[C@H]2[C@H](C2)F)C(=O)O)=O)F)C (7-[7-(tert-butoxycarbonylamino)-7-methyl-5-azaspiro[2.4]heptan-5-yl]-6-fluoro-1-[(1R,2S)-2-fluorocyclopropyl]-8-methoxy-1,4-dihydro-4-oxoquinoline-3-carboxylic acid), Example 29. Run in Cl (hydrochloric acid). Conditions: time 20 minute. The product is NC1(CN(CC12CC2)C2=C(C=C1C(C(=CN(C1=C2OC)[C@H]2[C@H](C2)F)C(=O)O)=O)F)C (7-(7-Amino-7-methyl-5-azaspiro[2.4]heptan-5-yl)-6-fluoro-1-[(1R,2S)-2-fluorocyclopropyl]-8-methoxy-1,4-dihydro-4-oxoquinoline-3-carboxylic acid). Yield: 92.0%. As a reaction SMILES: C(OC([NH:8][C:9]1([CH3:37])[C:13]2([CH2:15][CH2:14]2)[CH2:12][N:11]([C:16]2[C:25]([O:26][CH3:27])=[C:24]3[C:19]([C:20](=[O:35])[C:21]([C:32]([OH:34])=[O:33])=[CH:22][N:23]3[C@@H:28]3[CH2:30][C@@H:29]3[F:31])=[CH:18][C:17]=2[F:36])[CH2:10]1)=O)(C)(C)C>Cl>[NH2:8][C:9]1([CH3:37])[C:13]2([CH2:14][CH2:15]2)[CH2:12][N:11]([C:16]2[C:25]([O:26][CH3:27])=[C:24]3[C:19]([C:20](=[O:35])[C:21]([C:32]([OH:34])=[O:33])=[CH:22][N:23]3[C@@H:28]3[CH2:30][C@@H:29]3[F:31])=[CH:18][C:17]=2[F:36])[CH2:10]1. Procedure details: The 7-[7-(tert-butoxycarbonylamino)-7-methyl-5-azaspiro[2.4]heptan-5-yl]-6-fluoro-1-[(1R,2S)-2-fluorocyclopropyl]-8-methoxy-1,4-dihydro-4-oxoquinoline-3-carboxylic acid produced in Reference Example 29 (870 mg, 1.676 mmol) was dissolved in concentrated hydrochloric acid (10 mL) in an ice bath, and the mixture was stirred at room temperature for 20 minutes and washed chloroform (20 mL×5). Saturated aqueous solution of sodium hydroxide was added to the aqueous layer in an ice bath to adjust the pH... Starting materials: CCCC[N+](CCCC)(CCCC)CCCC, CCOC(C)=O, [F-], C1CCOC1, COc1cnc2c(c1)cc(C(=CC1CCCC1)c1ccc(C(F)(F)F)cc1)n2S(=O)(=O)c1ccccc1. Product: COc1cnc2[nH]c(C(=CC3CCCC3)c3ccc(C(F)(F)F)cc3)cc2c1. RXN SMILES: [CH3:39][CH2:40][CH2:41][CH2:42][N+:43]([CH2:44][CH2:45][CH2:46][CH3:47])([CH2:48][CH2:49][CH2:50][CH3:51])[CH2:52][CH2:53][CH2:54][CH3:55].[CH3:61][CH2:62][O:63][C:64](=[O:65])[CH3:66].[F-:38].[O:56]1[CH2:57][CH2:58][CH2:59][CH2:60]1.[c:1]1([S:2](=[O:3])(=[O:4])[n:10]2[c:11]([C:21](=[CH:22][CH:23]3[CH2:24][CH2:25][CH2:26][CH2:27]3)[c:28]3[cH:29][cH:30][c:31]([C:34]([F:35])([F:36])[F:37])[cH:32][cH:33]3)[cH:12][c:13]3[c:14]2[n:15][cH:16][c:17]([O:19][CH3:20])[cH:18]3)[cH:5][cH:6][cH:7][cH:8][cH:9]1>>[nH:10]1[c:11]([C:21](=[CH:22][CH:23]2[CH2:24][CH2:25][CH2:26][CH2:27]2)[c:28]2[cH:29][cH:30][c:31]([C:34]([F:35])([F:36])[F:37])[cH:32][cH:33]2)[cH:12][c:13]2[c:14]1[n:15][cH:16][c:17]([O:19][CH3:20])[cH:18]2.